This data is from the Open Reaction Database (ORD), a public repository of structured organic reaction records. The task is: describe an organic reaction: reactants, conditions, products, and yield The reactants are CC(=O)[O-], CC(=O)[O-], OB(O)c1cccc(OCc2ccccc2)c1, CCCC(=O)Nc1nn(COCC[Si](C)(C)C)c2cc(Cl)ccc12, [Cs+], [F-], [Pd+2]. Yields the product CCCC(=O)Nc1nn(COCC[Si](C)(C)C)c2cc(-c3cccc(OCc4ccccc4)c3)ccc12. As a reaction SMILES: [C:44]([O-:45])(=[O:46])[CH3:47].[C:49]([O-:50])(=[O:51])[CH3:52].[CH2:1]([c:2]1[cH:3][cH:4][cH:5][cH:6][cH:7]1)[O:8][c:9]1[cH:10][c:11]([B:15]([OH:16])[OH:17])[cH:12][cH:13][cH:14]1.[Cl:20][c:21]1[cH:22][cH:23][c:24]2[c:25]([NH:38][C:39]([CH2:40][CH2:41][CH3:42])=[O:43])[n:26][n:27]([CH2:30][O:31][CH2:32][CH2:33][Si:34]([CH3:35])([CH3:36])[CH3:37])[c:28]2[cH:29]1.[Cs+:19].[F-:18].[Pd+2:48]>>[CH2:1]([c:2]1[cH:3][cH:4][cH:5][cH:6][cH:7]1)[O:8][c:9]1[cH:10][c:11](-[c:21]2[cH:22][cH:23][c:24]3[c:25]([NH:38][C:39]([CH2:40][CH2:41][CH3:42])=[O:43])[n:26][n:27]([CH2:30][O:31][CH2:32][CH2:33][Si:34]([CH3:35])([CH3:36])[CH3:37])[c:28]3[cH:29]2)[cH:12][cH:13][cH:14]1.